From a dataset of the Open Reaction Database (ORD), a public repository of structured organic reaction records. describe an organic reaction: reactants, conditions, products, and yield The reactants are O=C(Cl)c1ccncc1, NC1CC(CO)C(OC(=O)c2ccccc2)C1OC(=O)c1ccccc1, [Cl-], ClCCl, Cl, [NH4+]. Product: O=C(NC1CC(CO)C(OC(=O)c2ccccc2)C1OC(=O)c1ccccc1)c1ccncc1. Reaction SMILES: [C:28]([c:29]1[cH:30][cH:31][n:32][cH:33][cH:34]1)(=[O:35])[Cl:36].[C:2]([c:3]1[cH:4][cH:5][cH:6][cH:7][cH:8]1)(=[O:9])[O:10][CH:11]1[CH:12]([O:19][C:20]([c:21]2[cH:22][cH:23][cH:24][cH:25][cH:26]2)=[O:27])[CH:13]([NH2:18])[CH2:14][CH:15]1[CH2:16][OH:17].[Cl-:37].[Cl:39][CH2:40][Cl:41].[ClH:1].[NH4+:38]>>[C:2]([c:3]1[cH:4][cH:5][cH:6][cH:7][cH:8]1)(=[O:9])[O:10][CH:11]1[CH:12]([O:19][C:20]([c:21]2[cH:22][cH:23][cH:24][cH:25][cH:26]2)=[O:27])[CH:13]([NH:18][C:28]([c:29]2[cH:30][cH:31][n:32][cH:33][cH:34]2)=[O:35])[CH2:14][CH:15]1[CH2:16][OH:17]. The reactants are CCOC(OCC)P(=O)(CC(C)C#N)OCC, CCO, [H][H], N. Yields the product CCOC(OCC)P(=O)(CC(C)CN)OCC. As a reaction SMILES: [C:1](#[N:2])[CH:3]([CH2:4][P:5]([O:6][CH2:7][CH3:8])(=[O:9])[CH:10]([O:11][CH2:12][CH3:13])[O:14][CH2:15][CH3:16])[CH3:17].[CH3:21][CH2:22][OH:23].[H:19][H:20].[NH3:18]>>[CH2:1]([NH2:2])[CH:3]([CH2:4][P:5]([O:6][CH2:7][CH3:8])(=[O:9])[CH:10]([O:11][CH2:12][CH3:13])[O:14][CH2:15][CH3:16])[CH3:17].